This data is from the Open Reaction Database (ORD), a public repository of structured organic reaction records. The task is: describe an organic reaction: reactants, conditions, products, and yield The reactants are CCC1c2ccccc2-c2sc(Br)cc2N1S(=O)(=O)c1ccc(OC)cc1, O=C([O-])[O-], COCCOC, [K+], [K+], OB(O)c1ccsc1. Yields the product CCC1c2ccccc2-c2sc(-c3ccsc3)cc2N1S(=O)(=O)c1ccc(OC)cc1. As a reaction SMILES: [Br:1][c:2]1[cH:3][c:4]2[c:13]([s:14]1)-[c:12]1[c:7]([cH:8][cH:9][cH:10][cH:11]1)[CH:6]([CH2:15][CH3:16])[N:5]2[S:17](=[O:18])(=[O:19])[c:20]1[cH:21][cH:22][c:23]([O:26][CH3:27])[cH:24][cH:25]1.[C:36](=[O:37])([O-:38])[O-:39].[CH2:42]([CH2:43][O:44][CH3:45])[O:46][CH3:47].[K+:40].[K+:41].[s:28]1[cH:29][c:30]([B:33]([OH:34])[OH:35])[cH:31][cH:32]1>>[c:2]1(-[c:30]2[cH:29][s:28][cH:32][cH:31]2)[cH:3][c:4]2[c:13]([s:14]1)-[c:12]1[c:7]([cH:8][cH:9][cH:10][cH:11]1)[CH:6]([CH2:15][CH3:16])[N:5]2[S:17](=[O:18])(=[O:19])[c:20]1[cH:21][cH:22][c:23]([O:26][CH3:27])[cH:24][cH:25]1. Run in CN1CCCC1=O (NMP), CCOC(=O)C (EtOAc), O (water), CN(C)C=O (DMF). The product is FC1=CC=C(C=C1)SCC(=O)NOC(C1=CC=CC=C1)(C1=CC=CC=C1)C1=CC=CC=C1 (2-(4-Fluoro-phenylsulfanyl)-N-trityloxy-acetamide). Reactants: C=1C=CC2=C(C1)N=NN2O (HOBT), FC1=CC=C(C=C1)SCC(=O)O ((4-Fluoro-phenylsulfanyl)-acetic acid), C(C1=CC=CC=C1)(C1=CC=CC=C1)(C1=CC=CC=C1)ON (O-Trityl-hydroxylamine), CCN=C=NCCCN(C)C.Cl (EDCl). Run at time 8 hour. Procedure: A mixture of (4-fluoro-phenylsulfanyl)-acetic acid (1.52 g, 8.17 mmol) from step B and O-Trityl-hydroxylamine (2.26 g, 10 mmol) in dry DMF was sequentially added NMP (3.0 ml), EDCl (2.05 g, 10.7 mmol), and HOBT (1.45 g, 10.74 mmol). The resulting mixture was stirred at room temperature for overnight. The reaction was diluted with EtOAc and water. The organic layer was washed sequentially with 1N HCl solution, 10% aqueous Na2CO3, water and saturated NaCl solution. The organic portion was dried ov... RXN SMILES: [F:1][C:2]1[CH:7]=[CH:6][C:5]([S:8][CH2:9][C:10]([OH:12])=O)=[CH:4][CH:3]=1.[C:13]([O:32][NH2:33])([C:26]1[CH:31]=[CH:30][CH:29]=[CH:28][CH:27]=1)([C:20]1[CH:25]=[CH:24][CH:23]=[CH:22][CH:21]=1)[C:14]1[CH:19]=[CH:18][CH:17]=[CH:16][CH:15]=1.CCN=C=NCCCN(C)C.Cl.C1C=CC2N(O)N=NC=2C=1>CN(C=O)C.CCOC(C)=O.O.CN1C(=O)CCC1>[F:1][C:2]1[CH:3]=[CH:4][C:5]([S:8][CH2:9][C:10]([NH:33][O:32][C:13]([C:14]2[CH:19]=[CH:18][CH:17]=[CH:16][CH:15]=2)([C:26]2[CH:27]=[CH:28][CH:29]=[CH:30][CH:31]=2)[C:20]2[CH:21]=[CH:22][CH:23]=[CH:24][CH:25]=2)=[O:12])=[CH:6][CH:7]=1 |f:2.3|.